This data is from the Open Reaction Database (ORD), a public repository of structured organic reaction records. The task is: describe an organic reaction: reactants, conditions, products, and yield Reactants: [BH4-], Cc1cc(-c2cncc(C=O)c2)cc2c1C(=O)N(Cc1ccc(OC(F)(F)F)cc1)C2, CCO, [Na+], O. Yields the product Cc1cc(-c2cncc(CO)c2)cc2c1C(=O)N(Cc1ccc(OC(F)(F)F)cc1)C2. As a reaction SMILES: [BH4-:32].[CH3:1][c:2]1[cH:3][c:4](-[c:24]2[cH:25][c:26]([CH:30]=[O:31])[cH:27][n:28][cH:29]2)[cH:5][c:6]2[c:10]1[C:9](=[O:11])[N:8]([CH2:12][c:13]1[cH:14][cH:15][c:16]([O:19][C:20]([F:21])([F:22])[F:23])[cH:17][cH:18]1)[CH2:7]2.[CH3:35][CH2:36][OH:37].[Na+:33].[OH2:34]>>[CH3:1][c:2]1[cH:3][c:4](-[c:24]2[cH:25][c:26]([CH2:30][OH:31])[cH:27][n:28][cH:29]2)[cH:5][c:6]2[c:10]1[C:9](=[O:11])[N:8]([CH2:12][c:13]1[cH:14][cH:15][c:16]([O:19][C:20]([F:21])([F:22])[F:23])[cH:17][cH:18]1)[CH2:7]2. Starting materials: [BH4-], COc1cccc(CNCc2cccc(OC)c2)c1, C1CCOC1, [Cl-], O=C(O)C(F)(F)F, [Na+], [Na+], [Na+], [OH-], O. Product: COc1cccc(CN(C)Cc2cccc(OC)c2)c1. RXN SMILES: [BH4-:20].[CH2:1]([c:2]1[cH:3][c:4]([O:8][CH3:9])[cH:5][cH:6][cH:7]1)[NH:10][CH2:11][c:12]1[cH:13][c:14]([O:18][CH3:19])[cH:15][cH:16][cH:17]1.[CH2:34]1[O:35][CH2:36][CH2:37][CH2:38]1.[Cl-:32].[F:22][C:23]([F:24])([F:25])[C:26]([OH:27])=[O:28].[Na+:21].[Na+:30].[Na+:31].[OH-:29].[OH2:33]>>[CH2:1]([c:2]1[cH:3][c:4]([O:8][CH3:9])[cH:5][cH:6][cH:7]1)[N:10]([CH2:11][c:12]1[cH:13][c:14]([O:18][CH3:19])[cH:15][cH:16][cH:17]1)[CH3:23]. Starting materials: CCCCC1CC(C(=O)O)C1, [Cl-], CCCCCCCCOc1ccc(-c2ccc(O)c(F)c2)cc1F. Product: CCCCCCCCOc1ccc(-c2ccc(OC(=O)C3CC(CCCC)C3)c(F)c2)cc1F. As a reaction SMILES: [CH2:26]([CH2:27][CH2:28][CH3:29])[CH:30]1[CH2:31][CH:32]([C:34](=[O:35])[OH:36])[CH2:33]1.[Cl-:25].[F:1][c:2]1[cH:3][c:4](-[c:9]2[cH:10][c:11]([F:24])[c:12]([O:15][CH2:16][CH2:17][CH2:18][CH2:19][CH2:20][CH2:21][CH2:22][CH3:23])[cH:13][cH:14]2)[cH:5][cH:6][c:7]1[OH:8]>>[F:1][c:2]1[cH:3][c:4](-[c:9]2[cH:10][c:11]([F:24])[c:12]([O:15][CH2:16][CH2:17][CH2:18][CH2:19][CH2:20][CH2:21][CH2:22][CH3:23])[cH:13][cH:14]2)[cH:5][cH:6][c:7]1[O:36][C:34]([CH:32]1[CH2:31][CH:30]([CH2:26][CH2:27][CH2:28][CH3:29])[CH2:33]1)=[O:35]. The reactants are BrC1=CC=C(O1)C=O (5-bromofuran-2-carbaldehyde), FC(OC1=CC=C(C=C1)B(O)O)(F)F ([4-(trifluoromethoxy)phenyl]boronic acid). Product: FC(OC1=CC=C(C=C1)[C@@H]1CC[C@@H](O1)CO)(F)F ({cis-5-[4-(Trifluoromethoxy)phenyl]tetrahydrofuran-2-yl}methanol). RXN SMILES: Br[C:2]1[O:6][C:5]([CH:7]=[O:8])=[CH:4][CH:3]=1.[F:9][C:10]([F:22])([F:21])[O:11][C:12]1[CH:17]=[CH:16][C:15](B(O)O)=[CH:14][CH:13]=1>>[F:9][C:10]([F:21])([F:22])[O:11][C:12]1[CH:17]=[CH:16][C:15]([C@H:2]2[O:6][C@@H:5]([CH2:7][OH:8])[CH2:4][CH2:3]2)=[CH:14][CH:13]=1. Reported procedure: {cis-5-[4-(Trifluoromethoxy)phenyl]tetrahydrofuran-2-yl}methanol was prepared from 5-bromofuran-2-carbaldehyde and [4-(trifluoromethoxy)phenyl]boronic acid using a method analogous to that described in footnote 21. Reactants: CC(=O)OC(C)=O, CC(=O)O, Nc1cc(O)c2cc(Br)ccc2n1, O, O=S(=O)(O)O. Yields the product CC(=O)Nc1cc(O)c2cc(Br)ccc2n1. Reaction SMILES: [CH3:14][C:15](=[O:16])[O:17][C:18](=[O:19])[CH3:20].[CH3:27][C:28](=[O:29])[OH:30].[NH2:1][c:2]1[n:3][c:4]2[cH:5][cH:6][c:7]([Br:13])[cH:8][c:9]2[c:10]([OH:12])[cH:11]1.[OH2:26].[S:21](=[O:22])(=[O:23])([OH:24])[OH:25]>>[NH:1]([c:2]1[n:3][c:4]2[cH:5][cH:6][c:7]([Br:13])[cH:8][c:9]2[c:10]([OH:12])[cH:11]1)[C:15]([CH3:14])=[O:16]. Reactants: [H-].[H-].[H-].[H-].[Li+].[Al+3] (LAH), NC(C(=O)N1CCOCC1)C1=CC=CC=C1 (2-amino-1-morpholin-4-yl-2-phenylethanone). Run in C1CCOC1 (THF), C1CCOC1 (THF). Run at time 0.5 hour. Yields the product N1(CCOCC1)CC(C1=CC=CC=C1)N (2-Morpholin-4-yl-1-phenylethylamine). Reaction SMILES: [H-].[H-].[H-].[H-].[Li+].[Al+3].[NH2:7][CH:8]([C:17]1[CH:22]=[CH:21][CH:20]=[CH:19][CH:18]=1)[C:9]([N:11]1[CH2:16][CH2:15][O:14][CH2:13][CH2:12]1)=O>C1COCC1>[N:11]1([CH2:9][CH:8]([NH2:7])[C:17]2[CH:18]=[CH:19][CH:20]=[CH:21][CH:22]=2)[CH2:16][CH2:15][O:14][CH2:13][CH2:12]1 |f:0.1.2.3.4.5|. Procedure details: To a stirred suspension of LAH (6.1 mmol) in THF (25 mL) is added dropwise a solution of 2-amino-1-morpholin-4-yl-2-phenylethanone (670 mmol) in THF (5 mL) at 0° C. The reaction mixture is refluxed for 2 hr, and then the reaction is quenched by the addition of Na2SO4-10H2O at 0° C. After stirring at room temperature for 0.5 h, the resulting mixture is filtered through celite, and the filtrate is concentrated in vacuo to give the title compound, which is directly used for the next reaction withou... Starting materials: methanol-pyridine, ClC=1C=C(C=CC1)C1=C(C(N(C2=NC(=CC=C12)C=O)CC)=O)CCC(=O)OC (methyl 3-[4-(3-chlorophenyl)-1-ethyl-7-formyl-2-oxo-1,2-dihydro-1,8-naphthyridin-3-yl]propanoate), Cl.NO (hydroxylamine hydrochloride). The solvent is O (water). Conditions: time 1 hour. The product is ClC=1C=C(C=CC1)C1=C(C(N(C2=NC(=CC=C12)C=NO)CC)=O)CCC(=O)O (3-[4-(3-chlorophenyl)-1-ethyl-7-hydroxyiminomethyl-2-oxo-1,2-dihydro-1,8-naphthyridin-3-yl]propanoic acid). Isolated yield 4.8%. Reaction SMILES: [Cl:1][C:2]1[CH:3]=[C:4]([C:8]2[C:17]3[C:12](=[N:13][C:14]([CH:18]=O)=[CH:15][CH:16]=3)[N:11]([CH2:20][CH3:21])[C:10](=[O:22])[C:9]=2[CH2:23][CH2:24][C:25]([O:27]C)=[O:26])[CH:5]=[CH:6][CH:7]=1.Cl.[NH2:30][OH:31]>O>[Cl:1][C:2]1[CH:3]=[C:4]([C:8]2[C:17]3[C:12](=[N:13][C:14]([CH:18]=[N:30][OH:31])=[CH:15][CH:16]=3)[N:11]([CH2:20][CH3:21])[C:10](=[O:22])[C:9]=2[CH2:23][CH2:24][C:25]([OH:27])=[O:26])[CH:5]=[CH:6][CH:7]=1 |f:1.2|. Procedure: To a 33 ml methanol-pyridine (10:1) solution containing 1.50 g of methyl 3-[4-(3-chlorophenyl)-1-ethyl-7-formyl-2-oxo-1,2-dihydro-1,8-naphthyridin-3-yl]propanoate was added 300 mg of hydroxylamine hydrochloride under ice cooling. After stirring for 1 hour, the reaction mixture was diluted with water and extracted with ethyl acetate. The organic layer was washed with water and saturated brine and then the solvent was evaporated. The resulting residue was treated in a similar manner to Example 2 t... The reactants are OC1=CC=C(C(=O)OC)C=C1 (Methyl 4-hydroxybenzoate), C([O-])([O-])=O.[Cs+].[Cs+] (cesium carbonate), ClCCO (2-chloroethanol), [I-].[K+] (potassium iodide), ClC(C)O (chloroethanol), C([O-])([O-])=O.[Cs+].[Cs+] (cesium carbonate), [I-].[K+] (potassium iodide). The solvent is C(Cl)Cl (CH2Cl2), O (water), C1CCOC1 (THF). The yield is 43.9%. Reported procedure: Methyl 4-hydroxybenzoate (1.52 g, 10 mmol), 2-chloroethanol (960 mg, 12 mmol), potassium iodide (100 mg, 0.6 mmol) and cesium carbonate (4.56 g, 14 mmol) are combined with dry THF (50 mL) and the reaction mixture is stirred under reflux for 24 h. Additional chloroethanol (960 mg), cesium carbonate (4.56 g) and potassium iodide (100 mg) are added to the mixture and stirred under reflux for 24 h. The reaction mixture is cooled to room temperature and water and CH2Cl2 are added. The separated CH2Cl... RXN SMILES: [OH:1][C:2]1[CH:11]=[CH:10][C:5]([C:6]([O:8][CH3:9])=[O:7])=[CH:4][CH:3]=1.Cl[CH2:13][CH2:14][OH:15].[I-].[K+].C(=O)([O-])[O-].[Cs+].[Cs+].ClC(O)C>C(Cl)Cl.O.C1COCC1>[CH3:9][O:8][C:6](=[O:7])[C:5]1[CH:4]=[CH:3][C:2]([O:1][CH2:13][CH2:14][OH:15])=[CH:11][CH:10]=1 |f:2.3,4.5.6|. Yields the product COC(C1=CC=C(C=C1)OCCO)=O (4-(2-Hydroxy-ethoxy)-benzoic acid methyl ester).